Dataset: the Open Reaction Database (ORD), a public repository of structured organic reaction records. Task: describe an organic reaction: reactants, conditions, products, and yield Reactants: COC(=O)COc1ccc(Cl)c2nc(OC(F)F)c(Cc3ccc(-n4cccn4)cc3)c(C)c12, CC(=O)O, CO, [Na+], [OH-], O. Yields the product Cc1c(Cc2ccc(-n3cccn3)cc2)c(OC(F)F)nc2c(Cl)ccc(OCC(=O)O)c12. Reaction SMILES: [CH3:1][O:2][C:3]([CH2:4][O:5][c:6]1[c:7]2[c:8]([CH3:33])[c:9]([CH2:21][c:22]3[cH:23][cH:24][c:25](-[n:28]4[n:29][cH:30][cH:31][cH:32]4)[cH:26][cH:27]3)[c:10]([O:17][CH:18]([F:19])[F:20])[n:11][c:12]2[c:13]([Cl:16])[cH:14][cH:15]1)=[O:34].[CH3:37][C:38](=[O:39])[OH:40].[CH3:41][OH:42].[Na+:36].[OH-:35].[OH2:43]>>[O:2]=[C:3]([CH2:4][O:5][c:6]1[c:7]2[c:8]([CH3:33])[c:9]([CH2:21][c:22]3[cH:23][cH:24][c:25](-[n:28]4[n:29][cH:30][cH:31][cH:32]4)[cH:26][cH:27]3)[c:10]([O:17][CH:18]([F:19])[F:20])[n:11][c:12]2[c:13]([Cl:16])[cH:14][cH:15]1)[OH:34]. The reactants are CO, [H][H], CC(C)(C)OC(=O)N1CCCC1c1cc([N+](=O)[O-])c(N)cc1Oc1ccc(-c2ccccc2F)cc1. Yields the product CC(C)(C)OC(=O)N1CCCC1c1cc(N)c(N)cc1Oc1ccc(-c2ccccc2F)cc1. Reaction SMILES: [CH3:39][OH:40].[H:37][H:38].[NH2:1][c:2]1[cH:3][c:4]([O:23][c:24]2[cH:25][cH:26][c:27](-[c:30]3[c:31]([F:36])[cH:32][cH:33][cH:34][cH:35]3)[cH:28][cH:29]2)[c:5]([CH:11]2[N:12]([C:16](=[O:17])[O:18][C:19]([CH3:20])([CH3:21])[CH3:22])[CH2:13][CH2:14][CH2:15]2)[cH:6][c:7]1[N+:8]([O-:9])=[O:10]>>[NH2:1][c:2]1[cH:3][c:4]([O:23][c:24]2[cH:25][cH:26][c:27](-[c:30]3[c:31]([F:36])[cH:32][cH:33][cH:34][cH:35]3)[cH:28][cH:29]2)[c:5]([CH:11]2[N:12]([C:16](=[O:17])[O:18][C:19]([CH3:20])([CH3:21])[CH3:22])[CH2:13][CH2:14][CH2:15]2)[cH:6][c:7]1[NH2:8]. Reactants: CCOC(=O)c1c(CSc2nccn2C)nc2cc(OC)c(OC)cc2c1-c1ccc(OC)c(OC)c1, CCO, [Na+], [OH-]. The product is COc1ccc(-c2c(C(=O)O)c(CSc3nccn3C)nc3cc(OC)c(OC)cc23)cc1OC. As a reaction SMILES: [CH3:1][O:2][c:3]1[cH:4][c:5]2[c:6](-[c:28]3[cH:29][c:30]([O:36][CH3:37])[c:31]([O:34][CH3:35])[cH:32][cH:33]3)[c:7]([C:23](=[O:24])[O:25][CH2:26][CH3:27])[c:8]([CH2:15][S:16][c:17]3[n:18]([CH3:22])[cH:19][cH:20][n:21]3)[n:9][c:10]2[cH:11][c:12]1[O:13][CH3:14].[CH3:40][CH2:41][OH:42].[Na+:39].[OH-:38]>>[CH3:1][O:2][c:3]1[cH:4][c:5]2[c:6](-[c:28]3[cH:29][c:30]([O:36][CH3:37])[c:31]([O:34][CH3:35])[cH:32][cH:33]3)[c:7]([C:23](=[O:24])[OH:25])[c:8]([CH2:15][S:16][c:17]3[n:18]([CH3:22])[cH:19][cH:20][n:21]3)[n:9][c:10]2[cH:11][c:12]1[O:13][CH3:14]. Reactants: BrCC=1C(=NSC1C#N)C (4-Bromomethyl-5-cyano-3-methyl-isothiazole), CS(=O)(=O)C1=NOC(C1)(C)C (3-Methane-sulfonyl-5,5-dimethyl-4,5-dihydroisoxazole), C([O-])([O-])=O.[K+].[K+] (potassium carbonate), NC(=S)N (thiourea). The solvent is C(C)O (ethanol). Yields the product CC1(CC(=NO1)SCC=1C(=NSC1C#N)C)C (4-(5,5-dimethyl-4,5-dihydroisoxazol-3-ylsulfanylmethyl)-3-methyl-isothiazole-5-carbonitrile). The yield is 62.3%. As a reaction SMILES: Br[CH2:2][C:3]1[C:4]([CH3:10])=[N:5][S:6][C:7]=1[C:8]#[N:9].NC(N)=S.C[S:16]([C:19]1[CH2:23][C:22]([CH3:25])([CH3:24])[O:21][N:20]=1)(=O)=O.C(=O)([O-])[O-].[K+].[K+]>C(O)C>[CH3:24][C:22]1([CH3:25])[O:21][N:20]=[C:19]([S:16][CH2:2][C:3]2[C:4]([CH3:10])=[N:5][S:6][C:7]=2[C:8]#[N:9])[CH2:23]1 |f:3.4.5|. Procedure details: 4-Bromomethyl-5-cyano-3-methyl-isothiazole (50% purity) (0.65 g, 1.5 mmol) was dissolved in ethanol (30 ml) and thiourea (242 mg, 3.2 mmol) was added. The mixture was stirred at room temperature until the solids were dissolved. 3-Methane-sulfonyl-5,5-dimethyl-4,5-dihydroisoxazole (540 mg, 3.2 mmol) and potassium carbonate (440 mg, 3.2 mmol) were added and the mixture was heated under reflux for 1 hour. The solids were removed by filtration and the filtrate was concentrated. The crude product was... Product: title compound, COC1=C(C=CC=C1)SC1=C(C=C(C=C1)C1=CC(=NC=C1)N1CCN(CCC1)C(C)=O)C(F)(F)F (1-(4-(4-(4-(2-Methoxy-phenylsulfanyl)-3-trifluoromethyl-phenyl)-pyridin-2-yl)-(1,4)diazepan-1-yl)-ethanone). RXN SMILES: Cl[C:2]1[CH:7]=[C:6]([C:8]2[CH:13]=[CH:12][C:11]([S:14][C:15]3[CH:20]=[CH:19][CH:18]=[CH:17][C:16]=3[O:21][CH3:22])=[C:10]([C:23]([F:26])([F:25])[F:24])[CH:9]=2)[CH:5]=[CH:4][N:3]=1.OC1CCNC1.[C:33]([N:36]1[CH2:42][CH2:41][CH2:40][NH:39][CH2:38][CH2:37]1)(=[O:35])[CH3:34]>>[CH3:22][O:21][C:16]1[CH:17]=[CH:18][CH:19]=[CH:20][C:15]=1[S:14][C:11]1[CH:12]=[CH:13][C:8]([C:6]2[CH:5]=[CH:4][N:3]=[C:2]([N:39]3[CH2:40][CH2:41][CH2:42][N:36]([C:33](=[O:35])[CH3:34])[CH2:37][CH2:38]3)[CH:7]=2)=[CH:9][C:10]=1[C:23]([F:26])([F:25])[F:24]. Reported procedure: The title compound was prepared according to the procedures of Example 38E, substituting compound 76 with compound 96 (0.039 g, 0.0985 mmol) and 3-hydroxypyrrolidine with N-acetylhomopiperazine. A yellow solid 112 was obtained (0.0246 g, 50%). 1H-NMR (CDCl3, 400 MHz) δ 2.02-2.10 (m, 2H), 2.08 (s, 3H), 3.55 (t, J=5.9 Hz, 1H), 3.59 (t, J=5.5 Hz, 1H), 3.79 (t, J=6.2 Hz, 1H), 3.83 (s, 3H), 3.84-3.92 (m, 3H), 4.05 (t, J=5.3 Hz, 1H), 4.15 (t, J=5.5 Hz, 1H), 6.86 (s, 1/3H), 6.89 (s, 2H), 6.92-7.08 (m, ... Reactants: C(C)(=O)N1CCNCCC1 (N-acetylhomopiperazine), ClC1=NC=CC(=C1)C1=CC(=C(C=C1)SC1=C(C=CC=C1)OC)C(F)(F)F (2-chloro-4-(4-(2-methoxy-phenylsulfanyl)-3-trifluoromethyl-phenyl)-pyridine), OC1CNCC1 (3-hydroxypyrrolidine). The reactants are Cl (HCl), CCOC(=O)C (EtOAc), C(C)OC(CN(CCC(=O)OCC)C(CCC=C)=O)=O (Ethyl N-(2-ethoxy-2-oxoethyl)-N-pent-4-enoyl-β-alaninate), C(C)OC(CN(CCC(=O)OCC)C(CCC=C)=O)=O (Ethyl N-(2-ethoxy-2-oxoethyl)-N-pent-4-enoyl-β-alaninate), CC[O-].[Na+] (NaOEt). Run in [Cl-].[Na+].O (brine), CCO (EtOH). Product: O=C1C(CN(C1)C(CCC=C)=O)C(=O)OCC (Ethyl 4-oxo-1-pent-4-enoylpyrrolidine-3-carboxylate). Reaction SMILES: C([O:3][C:4](=O)[CH2:5][N:6]([C:14](=[O:19])[CH2:15][CH2:16][CH:17]=[CH2:18])[CH2:7][CH2:8][C:9]([O:11][CH2:12][CH3:13])=[O:10])C.CC[O-].[Na+].Cl.CCOC(C)=O>CCO.[Cl-].[Na+].O>[O:3]=[C:4]1[CH2:5][N:6]([C:14](=[O:19])[CH2:15][CH2:16][CH:17]=[CH2:18])[CH2:7][CH:8]1[C:9]([O:11][CH2:12][CH3:13])=[O:10] |f:1.2,6.7.8|. Procedure details: To the product of Step B, 1-b, (7.06 g, 24.7 mmol) in EtOH (40 mL) was added NaOEt (20.3 mL, 54.4 mmol, 21 wt in EtOH). The reaction was heated to reflux for 3 h and then cooled before the addition of aq HCl (28 mL, 2 M) followed by dilution with EtOAc and brine. The solution was extracted three times with EtOAc and dried (Na2SO4) to afford the title compound, 1-1, which was used without further purification to prepare Intermediate 4. HPLC/MS: 240.1 (M+1); Rt=2.22 min. Starting materials: [N+](=O)([O-])C1=CC=C(COC(=O)N2[C@@H](C[C@@H](C2)SC(C2=CC=CC=C2)=O)C(=O)N2CCNCC2)C=C1 ((2S,4S)-1-(p-nitrobenzyloxycarbonyl)-2-(piperazine-1-yl)carbonyl-4-benzoylthiopyrrolidine), ON1N=NC2=C1C=CC=C2 (1-hydroxybenzotriazole), C1(CCCCC1)N=C=NC1CCCCC1 (dicyclohexylcarbodiimide), [N+](=O)([O-])C1=CC=C(COC(=O)NCCOCC(=O)O)C=C1 (2-(2-(p-nitrobenzyloxycarbonylamino)ethoxy)acetic acid). Run in C(C)N(CC)CC (triethylamine), O1CCCC1 (tetrahydrofuran). Run at time 1 hour. Product: C(=O)=C1NCC(C1)SC(C1=CC=CC=C1)=O (carbonyl-4-benzoylthiopyrrolidine). RXN SMILES: [N+](C1C=CC(COC(NCCOCC(O)=O)=O)=CC=1)([O-])=O.ON1C2C=CC=CC=2N=N1.C1(N=C=NC2CCCCC2)CCCCC1.[N+](C1C=CC(COC([N:58]2[CH2:62][C@@H:61]([S:63][C:64](=[O:71])[C:65]3[CH:70]=[CH:69][CH:68]=[CH:67][CH:66]=3)[CH2:60][C@H:59]2[C:72](N2CCNCC2)=[O:73])=O)=CC=1)([O-])=O>O1CCCC1.C(N(CC)CC)C>[C:72](=[C:59]1[CH2:60][CH:61]([S:63][C:64](=[O:71])[C:65]2[CH:70]=[CH:69][CH:68]=[CH:67][CH:66]=2)[CH2:62][NH:58]1)=[O:73]. Procedure: In 10 ml of tetrahydrofuran was dissolved 209 mg of 2-(2-(p-nitrobenzyloxycarbonylamino)ethoxy)acetic acid, followed by stirring on an ice bath. To this were added 161 mg of 1-hydroxybenzotriazole and 433 mg of dicyclohexylcarbodiimide, followed, after 1 hour of stirring at the same temperature, by the addition of 523 mg of (2S,4S)-1-(p-nitrobenzyloxycarbonyl)-2-(piperazine-1-yl)carbonyl-4-benzoylthiopyrrolidine and 0.146 m of triethylamine and subsequent 1 hour of stirring. After removing insol... The reactants are Fc1cc(Br)cc(F)c1F, CCCC1CCC(CCC2CCC(CC(=O)Cl)CC2)CC1. The product is CCCC1CCC(CCC2CCC(CCc3cc(F)c(F)c(F)c3)CC2)CC1. As a reaction SMILES: [Br:22][c:23]1[cH:24][c:25]([F:31])[c:26]([F:30])[c:27]([F:29])[cH:28]1.[CH2:1]([CH2:2][CH3:3])[CH:4]1[CH2:5][CH2:6][CH:7]([CH2:10][CH2:11][CH:12]2[CH2:13][CH2:14][CH:15]([CH2:18][C:19]([Cl:20])=[O:21])[CH2:16][CH2:17]2)[CH2:8][CH2:9]1>>[CH2:1]([CH2:2][CH3:3])[CH:4]1[CH2:5][CH2:6][CH:7]([CH2:10][CH2:11][CH:12]2[CH2:13][CH2:14][CH:15]([CH2:18][CH2:19][c:23]3[cH:24][c:25]([F:31])[c:26]([F:30])[c:27]([F:29])[cH:28]3)[CH2:16][CH2:17]2)[CH2:8][CH2:9]1. Reactants: ClC1=NC(=C(C=C1C#N)C1=CC=C(C=C1)S(=O)(=O)C)C1=CC=C(C=C1)F (2-chloro-6-(4-fluorophenyl)-5-[4-(methylsulfonyl)phenyl]-pyridine-3-carbonitrile), CNC (dimethylamine), ( 395.46 ). The solvent is C(C)O (ethanol). Reaction conditions: temperature 70 celsius, time 24 hour. Product: CN(C1=NC(=C(C=C1C#N)C1=CC=C(C=C1)S(=O)(=O)C)C1=CC=C(C=C1)F)C (2-(Dimethylamino)-6-(4-fluorophenyl)-5-[4-(methylsulfonyl)phenyl]pyridine-3-carbonitrile). Reaction SMILES: Cl[C:2]1[C:7]([C:8]#[N:9])=[CH:6][C:5]([C:10]2[CH:15]=[CH:14][C:13]([S:16]([CH3:19])(=[O:18])=[O:17])=[CH:12][CH:11]=2)=[C:4]([C:20]2[CH:25]=[CH:24][C:23]([F:26])=[CH:22][CH:21]=2)[N:3]=1.[CH3:27][NH:28][CH3:29]>C(O)C>[CH3:27][N:28]([CH3:29])[C:2]1[C:7]([C:8]#[N:9])=[CH:6][C:5]([C:10]2[CH:15]=[CH:14][C:13]([S:16]([CH3:19])(=[O:17])=[O:18])=[CH:12][CH:11]=2)=[C:4]([C:20]2[CH:21]=[CH:22][C:23]([F:26])=[CH:24][CH:25]=2)[N:3]=1. Procedure: 2-Chloro-6-(4-fluorophenyl)-5-[4-(methylsulfonyl)phenyl]pyridine-3-carbonitrile (Example 7) (200 mg, 0.52 mMol) in ethanol (150 ml) was charged with dimethylamine. The solution was shaken for 24 hours at 70° C. and a pressure of 22 psi in a Parr shaker. The solution was concentrated. The residue was titurated with methyl alcohol and filtered to give a yellow solid: m.p. (DSC) : 205.02° C. Anal. Calc'd. for C21H18N3O2SF (395.46): C, 63.78; H, 4.59; N, 10.63. Found: C, 64.02; H, 4.58; N, 10.77.